From a dataset of the Open Reaction Database (ORD), a public repository of structured organic reaction records. describe an organic reaction: reactants, conditions, products, and yield Reactants: ClCC(=NC1=C(C=CC=C1)Cl)C1=CC=CC=C1 (2-chloro-N-(2-chlorophenyl)-1-phenylethaneimine), C1(=CC=CC=C1)C(C(=O)OCC)C (ethyl phenylpropionate), [Cl-].[Al+3].[Cl-].[Cl-] (aluminum chloride), C1(=CC=CC=C1)C (toluene), S(O)(O)(=O)=O (sulfuric acid). Yields the product ClC1=C(N(C(=CC1=O)C1=CC=CC=C1)C1=C(C=CC=C1)Cl)C1=CC=CC=C1 (3-chloro-1-(2-chlorophenyl)-2,6-diphenyl-4(1H)-pyridinone). As a reaction SMILES: [Cl:1][CH2:2][C:3]([C:12]1[CH:17]=[CH:16][CH:15]=[CH:14][CH:13]=1)=[N:4][C:5]1[CH:10]=[CH:9][CH:8]=[CH:7][C:6]=1[Cl:11].C1([CH:24](C)[C:25](OCC)=[O:26])C=CC=CC=1.[Cl-].[Al+3].[Cl-].[Cl-].S(=O)(=O)(O)O.[C:40]1([CH3:46])[CH:45]=[CH:44][CH:43]=[CH:42][CH:41]=1>>[Cl:1][C:2]1[C:25](=[O:26])[CH:24]=[C:46]([C:40]2[CH:45]=[CH:44][CH:43]=[CH:42][CH:41]=2)[N:4]([C:5]2[CH:10]=[CH:9][CH:8]=[CH:7][C:6]=2[Cl:11])[C:3]=1[C:12]1[CH:17]=[CH:16][CH:15]=[CH:14][CH:13]=1 |f:2.3.4.5|. Procedure details: To 300 ml of toluene were added 7.4 g (0.030 mole) of 2-chloro-N-(2-chlorophenyl)-1-phenylethaneimine, 5.2 g (0.030 mole) of ethyl phenylpropionate and 6.7 g (0.050 mole) of aluminum chloride. The reaction mixture was then heated under reflux for 20 hours under nitrogen atmosphere. After cooling, the reaction mixture was poured into 500 ml of 2N sulfuric acid, followed by extraction with chloroform. After washing the organic layer with 50 ml of a 10% aqueous solution of sodium hydroxide and then... Starting materials: [OH-].[Na+] (sodium hydroxide), NC(=S)N (thiourea), BrCCC1=CC2=C(OCO2)C=C1 (5-(2-bromoethyl)-1,3-benzodioxole). Solvent: O (water), C(C)O (ethanol), O (water). Yields the product O1COC2=C1C=CC(=C2)CCS (2-(1,3-Benzodioxol-5-yl)ethanethiol). The yield is 95.5%. As a reaction SMILES: Br[CH2:2][CH2:3][C:4]1[CH:12]=[CH:11][C:7]2[O:8][CH2:9][O:10][C:6]=2[CH:5]=1.NC(N)=[S:15].[OH-].[Na+]>C(O)C.O>[O:8]1[C:7]2[CH:11]=[CH:12][C:4]([CH2:3][CH2:2][SH:15])=[CH:5][C:6]=2[O:10][CH2:9]1 |f:2.3|. Procedure details: 750 g of 5-(2-bromoethyl)-1,3-benzodioxole was dissolved in 1 l of ethanol. 312 g of thiourea was added to the solution and the mixture was heated under reflux on a boiling water bath for 2 h. The reaction mixture was cooled. A solution of 300 g of sodium hydroxide in 1 l of water was added thereto and the mixture was heated under reflux on a boiling water bath for 45 min. After cooling, 3 l of water was added thereto and the product was extracted with 5 l of ethyl acetate. The extract was washe... Reactants: CC(C)(C)CC1CN(C(=O)Cl)C(c2cccc(Cl)c2F)C12C(=O)Nc1cc(Cl)ccc12, [H-], [Na+], O, COC(=O)c1ccc(O)cc1. As a reaction SMILES: [Cl:14][c:15]1[cH:16][cH:17][c:18]2[c:22]([cH:23]1)[NH:21][C:20](=[O:24])[C:19]21[CH:25]([c:37]2[c:38]([F:44])[c:39]([Cl:43])[cH:40][cH:41][cH:42]2)[N:26]([C:34](=[O:35])[Cl:36])[CH2:27][CH:28]1[CH2:29][C:30]([CH3:31])([CH3:32])[CH3:33].[H-:13].[Na+:12].[OH2:45].[OH:1][c:2]1[cH:3][cH:4][c:5]([C:6](=[O:7])[O:8][CH3:9])[cH:10][cH:11]1>>[O:1]([c:2]1[cH:3][cH:4][c:5]([C:6](=[O:7])[O:8][CH3:9])[cH:10][cH:11]1)[C:34]([N:26]1[CH:25]([c:37]2[c:38]([F:44])[c:39]([Cl:43])[cH:40][cH:41][cH:42]2)[C:19]2([c:18]3[cH:17][cH:16][c:15]([Cl:14])[cH:23][c:22]3[NH:21][C:20]2=[O:24])[CH:28]([CH2:29][C:30]([CH3:31])([CH3:32])[CH3:33])[CH2:27]1)=[O:35]. Yields the product COC(=O)c1ccc(OC(=O)N2CC(CC(C)(C)C)C3(C(=O)Nc4cc(Cl)ccc43)C2c2cccc(Cl)c2F)cc1. Run in O (H2O), CCOC(=O)C (EtOAc). RXN SMILES: [C:1]([O:4][CH:5](SC)[C:6](=[O:19])[C@@H:7]([NH:11][C:12]([O:14][C:15]([CH3:18])([CH3:17])[CH3:16])=[O:13])[CH:8]([CH3:10])[CH3:9])(=[O:3])[CH3:2].CCO.[BH4-].[Na+].Cl>O.CCOC(C)=O>[C:1]([O:4][CH2:5][CH:6]([OH:19])[C@@H:7]([NH:11][C:12]([O:14][C:15]([CH3:16])([CH3:18])[CH3:17])=[O:13])[CH:8]([CH3:10])[CH3:9])(=[O:3])[CH3:2] |f:2.3|. Procedure details: To a suitable reactor was added 3e (1.32 g, 1.0 equiv) and EtOH (26 mL) at 20-30° C. under N2. The mixture was cooled to −25 to −15° C., and NaBH4 (117.4 mg, 0.8 equiv) in H2O (2.6 mL) was added at below −15° C. The reaction mixture was warmed to −5-5° C. and stirred for 1 hr. The reaction was deemed completed as determined by TLC. 1N HCl aqueous solution (13 mL) was added at below 10° C., and the mixture was warmed to 20-30° C. EtOAc (160 mL) was added at 20-30° C., and the mixture was stirred ... The reactants are Cl (HCl), C(C)(=O)OC(C([C@H](C(C)C)NC(=O)OC(C)(C)C)=O)SC ((3S)-3-([(1,1-dimethylethyl)oxy]carbonylamino)-4-methyl-1-(methylsulfanyl)-2-oxopentyl ethanoate), CCO (EtOH), [BH4-].[Na+] (NaBH4). Product: C(C)(=O)OCC([C@H](C(C)C)NC(=O)OC(C)(C)C)O ((3S)-3-([(1,1-dimethylethyl)oxy]carbonylamino)-2-hydroxy-4-methylpentyl ethanoate). Conditions: temperature -20 celsius, time 1 hour.